From a dataset of the Open Reaction Database (ORD), a public repository of structured organic reaction records. describe an organic reaction: reactants, conditions, products, and yield Starting materials: C1CCOC1, CN1CCC(O)CC1, O=Cc1cccc(O)c1, c1ccc(P(c2ccccc2)c2ccccc2)cc1. Reaction SMILES: [CH2:37]1[O:38][CH2:39][CH2:40][CH2:41]1.[CH3:10][N:11]1[CH2:12][CH2:13][CH:14]([OH:17])[CH2:15][CH2:16]1.[OH:1][c:2]1[cH:3][c:4]([CH:5]=[O:6])[cH:7][cH:8][cH:9]1.[c:18]1([P:19]([c:20]2[cH:21][cH:22][cH:23][cH:24][cH:25]2)[c:26]2[cH:27][cH:28][cH:29][cH:30][cH:31]2)[cH:32][cH:33][cH:34][cH:35][cH:36]1>>[O:1]([c:2]1[cH:3][c:4]([CH:5]=[O:6])[cH:7][cH:8][cH:9]1)[CH:14]1[CH2:13][CH2:12][N:11]([CH3:10])[CH2:16][CH2:15]1. The product is CN1CCC(Oc2cccc(C=O)c2)CC1. RXN SMILES: [Br:6][c:7]1[cH:8][c:9]2[c:10]([cH:14][cH:15]1)[O:11][CH2:12][O:13]2.[CH2:27]1[O:28][CH2:29][CH2:30][CH2:31]1.[CH3:1][CH2:2][CH2:3][CH2:4][Li:5].[O:16]1[CH2:17][CH2:18][O:19][C:20]12[CH2:21][CH2:22][C:23](=[O:26])[CH2:24][CH2:25]2>>[c:7]1([C:23]2([OH:26])[CH2:22][CH2:21][C:20]3([O:16][CH2:17][CH2:18][O:19]3)[CH2:25][CH2:24]2)[cH:8][c:9]2[c:10]([cH:14][cH:15]1)[O:11][CH2:12][O:13]2. The reactants are Brc1ccc2c(c1)OCO2, C1CCOC1, [Li]CCCC, O=C1CCC2(CC1)OCCO2. The product is OC1(c2ccc3c(c2)OCO3)CCC2(CC1)OCCO2. The reactants are ClC1=NC(=NC(=C1)C(F)(F)F)C=1C=NC=CC1 (4-chloro-2-(3-pyridinyl)-6-trifluoromethylpyrimidine), COC1=C(N)C=C(C=C1)Cl (2-methoxy-5-chloroaniline), Cl (HCl). The solvent is C(C)O.O (ethanol water). Product: ClC=1C=CC(=C(NC2=NC(=NC(=C2)C(F)(F)F)C=2C=NC=CC2)C1)OC (4-(5-Chloro-2-methoxyanilino)-2-(3-pyridinyl)-6-trifluoromethylpyrimidine). Yield: 68.2%. Reaction SMILES: Cl[C:2]1[CH:7]=[C:6]([C:8]([F:11])([F:10])[F:9])[N:5]=[C:4]([C:12]2[CH:13]=[N:14][CH:15]=[CH:16][CH:17]=2)[N:3]=1.[CH3:18][O:19][C:20]1[CH:26]=[CH:25][C:24]([Cl:27])=[CH:23][C:21]=1[NH2:22].Cl>C(O)C.O>[Cl:27][C:24]1[CH:25]=[CH:26][C:20]([O:19][CH3:18])=[C:21]([CH:23]=1)[NH:22][C:2]1[CH:7]=[C:6]([C:8]([F:11])([F:10])[F:9])[N:5]=[C:4]([C:12]2[CH:13]=[N:14][CH:15]=[CH:16][CH:17]=2)[N:3]=1 |f:3.4|. Procedure details: A mixture of 4-chloro-2-(3-pyridinyl)-6-trifluoromethylpyrimidine (100 mg, 0.385 mmol), 2-methoxy-5-chloroaniline (90 mg, 0.577 mmol) and 2N HCl (150 μl) in 1:1 ethanol/water (5 ml) was refluxed for 48 h. The resulting yellow solid was collected by filtration, washed with water, ethanol/water (1:4) and then dried under vacuum to give the title compound (100 mg, 67%). 1H NMR (CDCl3): 9.66 (d, J=1.8 Hz, 1H), 8.70–8.76 (m, 2H), 7.68 (dd, J=7.5, 1.0 Hz, 1H), 7.44 (dd, J=7.5, 1.0 Hz, 1H), 7.09 (dd, J... Starting materials: CCOC(=O)CCCOc1cccc(CCCCCCOc2cc(CO)cc(-c3ccc(S(C)(=O)=O)cc3)c2)c1CCC(=O)OCC, [H-], CI, [Na+], CN(C)C=O. The product is CCOC(=O)CCCOc1cccc(CCCCCCOc2cc(COC)cc(-c3ccc(S(C)(=O)=O)cc3)c2)c1CCC(=O)OCC. RXN SMILES: [CH2:1]([CH3:2])[O:3][C:4]([CH2:5][CH2:6][CH2:7][O:8][c:9]1[c:10]([CH2:40][CH2:41][C:42](=[O:43])[O:44][CH2:45][CH3:46])[c:11]([CH2:15][CH2:16][CH2:17][CH2:18][CH2:19][CH2:20][O:21][c:22]2[cH:23][c:24](-[c:30]3[cH:31][cH:32][c:33]([S:36](=[O:37])(=[O:38])[CH3:39])[cH:34][cH:35]3)[cH:25][c:26]([CH2:28][OH:29])[cH:27]2)[cH:12][cH:13][cH:14]1)=[O:47].[H-:48].[I:50][CH3:51].[Na+:49].[O:52]=[CH:53][N:54]([CH3:55])[CH3:56]>>[CH2:1]([CH3:2])[O:3][C:4]([CH2:5][CH2:6][CH2:7][O:8][c:9]1[c:10]([CH2:40][CH2:41][C:42](=[O:43])[O:44][CH2:45][CH3:46])[c:11]([CH2:15][CH2:16][CH2:17][CH2:18][CH2:19][CH2:20][O:21][c:22]2[cH:23][c:24](-[c:30]3[cH:31][cH:32][c:33]([S:36](=[O:37])(=[O:38])[CH3:39])[cH:34][cH:35]3)[cH:25][c:26]([CH2:28][O:29][CH3:51])[cH:27]2)[cH:12][cH:13][cH:14]1)=[O:47]. Starting materials: COc1cc(OCC#N)cc(C(=O)NC2CCN(C(=O)OC(C)(C)C)CC2)c1, O=C([O-])[O-], CS(C)=O, [K+], [K+], OO. Yields the product COc1cc(OCC(N)=O)cc(C(=O)NC2CCN(C(=O)OC(C)(C)C)CC2)c1. RXN SMILES: [C:1]([CH3:2])([CH3:3])([CH3:4])[O:5][C:6](=[O:7])[N:8]1[CH2:9][CH2:10][CH:11]([NH:14][C:15]([c:16]2[cH:17][c:18]([O:24][CH2:25][C:26]#[N:27])[cH:19][c:20]([O:22][CH3:23])[cH:21]2)=[O:28])[CH2:12][CH2:13]1.[C:29]([O-:30])(=[O:31])[O-:32].[CH3:37][S:38]([CH3:39])=[O:40].[K+:33].[K+:34].[OH:35][OH:36]>>[C:1]([CH3:2])([CH3:3])([CH3:4])[O:5][C:6](=[O:7])[N:8]1[CH2:9][CH2:10][CH:11]([NH:14][C:15]([c:16]2[cH:17][c:18]([O:24][CH2:25][C:26]([NH2:27])=[O:30])[cH:19][c:20]([O:22][CH3:23])[cH:21]2)=[O:28])[CH2:12][CH2:13]1. Starting materials: C([C@H](O)[C@@H](O)C(=O)O)(=O)O (L-(+)-tartaric acid). Solvent: CC(=O)C (acetone). The product is C(C(O)C(O)C(=O)O)(=O)O (tartaric acid). The yield is 375.0%. RXN SMILES: [C:1]([OH:10])(=[O:9])[C@@H:2]([C@H:4]([C:6]([OH:8])=[O:7])[OH:5])[OH:3]>CC(C)=O>[C:1]([OH:10])(=[O:9])[CH:2]([CH:4]([C:6]([OH:8])=[O:7])[OH:5])[OH:3]. Reported procedure: In the reaction flask, 10 gm of the oil obtained as per Example 1 was taken in 150 ml of acetone. To this 3.6 gm of L-(+)-tartaric acid was added and mixed at reflux temperature for about 2-3 hours. Acetone was distilled to obtain 13.5 gm of tartaric acid salt of benzyl perindopril. Reactants: [N-]=[N+]=[N-].[Na+] (Sodium azide), C(Cl)(Cl)Cl (chloroform), O (water), CSC1=CC=C(C=C1)N1N=NN=C1 (1-[p-(methylthio)phenyl]-1H-tetrazole), S(O)(O)(=O)=O (sulfuric acid). Yields the product CS(=O)(=N)C1=CC=C(C=C1)N1N=NN=C1 (S-methyl-S-[p-(1H-tetrazol-1-yl)phenyl]sulfoximine). RXN SMILES: [N-:1]=[N+]=[N-].[Na+].[CH3:5][S:6][C:7]1[CH:12]=[CH:11][C:10]([N:13]2[CH:17]=[N:16][N:15]=[N:14]2)=[CH:9][CH:8]=1.S(=O)(=O)(O)O.C(Cl)(Cl)Cl.[OH2:27]>>[CH3:5][S:6]([C:7]1[CH:12]=[CH:11][C:10]([N:13]2[CH:17]=[N:16][N:15]=[N:14]2)=[CH:9][CH:8]=1)(=[NH:1])=[O:27] |f:0.1|. Reported procedure: Sodium azide (2.6 g.) was added at 35°-45° C. over 11/2 hours to a stirred mixture of 1.78 g. (0.01 mol) of 1-[p-(methylthio)phenyl]-1H-tetrazole and 6 ml. of concentrated sulfuric acid. After 4 additional hours of stirring the chloroform was poured off, the remaining paste diluted with water, filtered, and the filtrate adjusted to pH 8.5 and chilled. White crystals, m.p. 180°-181° C. were isolated. Starting materials: O=C([O-])[O-], CI, CCOC(=O)c1c[nH]c2c(C)c(C=O)sc2c1=O, [K+], [K+], CN(C)C=O, O. Product: CCOC(=O)c1cn(C)c2c(C)c(C=O)sc2c1=O. RXN SMILES: [C:19](=[O:20])([O-:21])[O-:22].[CH3:25][I:26].[CH:1](=[O:2])[c:3]1[c:4]([CH3:18])[c:5]2[nH:6][cH:7][c:8]([C:13](=[O:14])[O:15][CH2:16][CH3:17])[c:9](=[O:12])[c:10]2[s:11]1.[K+:23].[K+:24].[O:27]=[CH:28][N:29]([CH3:30])[CH3:31].[OH2:32]>>[CH:1](=[O:2])[c:3]1[c:4]([CH3:18])[c:5]2[n:6]([CH3:19])[cH:7][c:8]([C:13](=[O:14])[O:15][CH2:16][CH3:17])[c:9](=[O:12])[c:10]2[s:11]1. Starting materials: C1CCOC1, Cc1cc(C#N)cc2c1C(=O)N(Cc1ccc(OC(F)(F)F)cc1)C2, CCO, [NH4+], [OH-], O. Product: Cc1cc(CN)cc2c1C(=O)N(Cc1ccc(OC(F)(F)F)cc1)C2. Reaction SMILES: [CH2:26]1[O:27][CH2:28][CH2:29][CH2:30]1.[CH3:1][c:2]1[cH:3][c:4]([C:24]#[N:25])[cH:5][c:6]2[c:10]1[C:9](=[O:11])[N:8]([CH2:12][c:13]1[cH:14][cH:15][c:16]([O:19][C:20]([F:21])([F:22])[F:23])[cH:17][cH:18]1)[CH2:7]2.[CH3:31][CH2:32][OH:33].[NH4+:36].[OH-:35].[OH2:34]>>[CH3:1][c:2]1[cH:3][c:4]([CH2:24][NH2:25])[cH:5][c:6]2[c:10]1[C:9](=[O:11])[N:8]([CH2:12][c:13]1[cH:14][cH:15][c:16]([O:19][C:20]([F:21])([F:22])[F:23])[cH:17][cH:18]1)[CH2:7]2. The reactants are BrCCCBr, CCCC[N+](CCCC)(CCCC)CCCC, CCOCC, [Cl-], [K+], [OH-], O, Oc1cccc2c1OCCC2N1CCCCC1. Yields the product BrCCCOc1cccc2c1OCCC2N1CCCCC1. Reaction SMILES: [Br:21][CH2:22][CH2:23][CH2:24][Br:25].[CH2:27]([N+:28]([CH2:29][CH2:30][CH2:31][CH3:32])([CH2:33][CH2:34][CH2:35][CH3:36])[CH2:37][CH2:38][CH2:39][CH3:40])[CH2:41][CH2:42][CH3:43].[CH3:44][CH2:45][O:46][CH2:47][CH3:48].[Cl-:26].[K+:2].[OH-:1].[OH2:3].[OH:4][c:5]1[cH:6][cH:7][cH:8][c:9]2[c:14]1[O:13][CH2:12][CH2:11][CH:10]2[N:15]1[CH2:16][CH2:17][CH2:18][CH2:19][CH2:20]1>>[O:4]([c:5]1[cH:6][cH:7][cH:8][c:9]2[c:14]1[O:13][CH2:12][CH2:11][CH:10]2[N:15]1[CH2:16][CH2:17][CH2:18][CH2:19][CH2:20]1)[CH2:24][CH2:23][CH2:22][Br:21].